This data is from the Open Reaction Database (ORD), a public repository of structured organic reaction records. The task is: describe an organic reaction: reactants, conditions, products, and yield Starting materials: C1C[C@H](C(=O)NC1)N, C1=CC(=C(N=C1)Br)Cl. The reagents and catalysts are CC(C)(C)[O-].[Na+], C1=CC=C(C=C1)P(C2=CC=CC=C2)C3=C(C4=CC=CC=C4C=C3)C5=C(C=CC6=CC=CC=C65)P(C7=CC=CC=C7)C8=CC=CC=C8, C1=CC=C(C=C1)/C=C/C(=O)/C=C/C2=CC=CC=C2.C1=CC=C(C=C1)/C=C/C(=O)/C=C/C2=CC=CC=C2.C1=CC=C(C=C1)/C=C/C(=O)/C=C/C2=CC=CC=C2.[Pd].[Pd]. Solvent: CC1=CC=CC=C1. Run at temperature 115 celsius. Yields the product C1C[C@H](C(=O)NC1)NC2=C(C=CC=N2)Cl. Isolated yield 2.0%. Procedure: In a 5 ml MW vial, Pd2((dba)3 (7.23 mg, 7.90 µmol), 2,2'-bis(diphenylphosphanyl)-1,1'-binaphthalene (BINAP) (9.71 mg, 0.02 mmol), sodium 2-methylpropan-2-olate (174 mg, 1.81 mmol), (R)-3-aminopiperidin-2-one (119 mg, 1.04 mmol) and 2-bromo-3-chloropyridine (200 mg, 1.04 mmol) mixed in toluene (2 mL) to give a brown suspension. The mixture was degassed with N2 bubbling for 5 min, then the vial was capped and the reaction stirred at 115°C in an oil-bath over night.  The reaction was cooled to rt, ... Starting materials: NC1=NC(=CC(=N1)Cl)C1CCCC1 (2-amino-4-chloro-6-cyclopentylpyrimidine), CN1CCNCC1 (N-methyl piperazine). Solvent: CCO (EtOH). The product is C1(CCCC1)C1=NC(=NC(=C1)N1CCN(CC1)C)N (4-Cyclopentyl-6-(4-methyl-piperazin-1-yl)-pyrimidin-2-ylamine). Isolated yield 65.9%. RXN SMILES: [NH2:1][C:2]1[N:7]=[C:6](Cl)[CH:5]=[C:4]([CH:9]2[CH2:13][CH2:12][CH2:11][CH2:10]2)[N:3]=1.[CH3:14][N:15]1[CH2:20][CH2:19][NH:18][CH2:17][CH2:16]1>CCO>[CH:9]1([C:4]2[CH:5]=[C:6]([N:18]3[CH2:19][CH2:20][N:15]([CH3:14])[CH2:16][CH2:17]3)[N:7]=[C:2]([NH2:1])[N:3]=2)[CH2:13][CH2:12][CH2:11][CH2:10]1. Reported procedure: A solution of crude 2-amino-4-chloro-6-cyclopentylpyrimidine (92 mg, 0.47 mmol), and N-methyl piperazine (0.15 mL, 1.4 mmol) in EtOH (2 mL) was heated at 70° C. for 2 h. The reaction was cooled to rt and concentrated and the crude residue chromatographed (2 M NH3 in MeOH/CH2Cl2) to yield an oil (81 mg, 66%). MS (ESI): mass calcd. for C14H23N5, 261.2; m/z found, 262.3 [M+H]+. 1H NMR (CDCl3): 5.85 (s, 1H), 4.78 (s, 2H), 3.59 (t, J=5.0, 4H), 2.81 (q, J=8.7, 1H), 2.44 (t, J=5.0, 4H), 2.32 (s, 3H), 2... Starting materials: O=C(OC1CCN(Cc2ccc([N+](=O)[O-])cc2)CC1)c1ccccc1, CCO. Yields the product Nc1ccc(CN2CCC(OC(=O)c3ccccc3)CC2)cc1. As a reaction SMILES: [C:1]([c:2]1[cH:3][cH:4][cH:5][cH:6][cH:7]1)(=[O:8])[O:9][CH:10]1[CH2:11][CH2:12][N:13]([CH2:16][c:17]2[cH:18][cH:19][c:20]([N+:23]([O-:24])=[O:25])[cH:21][cH:22]2)[CH2:14][CH2:15]1.[CH3:26][CH2:27][OH:28]>>[C:1]([c:2]1[cH:3][cH:4][cH:5][cH:6][cH:7]1)(=[O:8])[O:9][CH:10]1[CH2:11][CH2:12][N:13]([CH2:16][c:17]2[cH:18][cH:19][c:20]([NH2:23])[cH:21][cH:22]2)[CH2:14][CH2:15]1. The reactants are Cc1ccccc1, CCCCCC1CCc2c3c(c(F)c(F)c2O1)OC(CCC)C=C3. Yields the product CCCCCC1CCc2c3c(c(F)c(F)c2O1)OC(CCC)CC3. Reaction SMILES: [CH3:25][c:26]1[cH:27][cH:28][cH:29][cH:30][cH:31]1.[F:1][c:2]1[c:3]2[c:4]([c:5]3[c:10]([c:11]1[F:12])[O:9][CH:8]([CH2:13][CH2:14][CH3:15])[CH:7]=[CH:6]3)[CH2:16][CH2:17][CH:18]([CH2:20][CH2:21][CH2:22][CH2:23][CH3:24])[O:19]2>>[F:1][c:2]1[c:3]2[c:4]([c:5]3[c:10]([c:11]1[F:12])[O:9][CH:8]([CH2:13][CH2:14][CH3:15])[CH2:7][CH2:6]3)[CH2:16][CH2:17][CH:18]([CH2:20][CH2:21][CH2:22][CH2:23][CH3:24])[O:19]2.